Dataset: the Open Reaction Database (ORD), a public repository of structured organic reaction records. Task: describe an organic reaction: reactants, conditions, products, and yield Starting materials: Cc1cn(-c2cc(NC(=O)O)cc(C(F)(F)F)c2)cn1, Cc1nccn1-c1cc(NC(=O)O)cc(C(F)(F)F)c1. Product: Cc1nccn1-c1cc(N)cc(C(F)(F)F)c1. Reaction SMILES: [CH3:1][c:2]1[n:3][cH:4][n:5](-[c:6]2[cH:7][c:8]([NH:9][C:10](=[O:11])[OH:12])[cH:13][c:14]([C:15]([F:16])([F:17])[F:18])[cH:19]2)[cH:20]1.[CH3:21][c:22]1[n:23](-[c:27]2[cH:28][c:29]([NH:37][C:38](=[O:39])[OH:40])[cH:30][c:31]([C:33]([F:34])([F:35])[F:36])[cH:32]2)[cH:24][cH:25][n:26]1>>[CH3:21][c:22]1[n:23](-[c:27]2[cH:28][c:29]([NH2:37])[cH:30][c:31]([C:33]([F:34])([F:35])[F:36])[cH:32]2)[cH:24][cH:25][n:26]1. Starting materials: BrCC1=C(C=C(C#N)C=C1)[N+](=O)[O-] (4-bromomethyl-3-nitrobenzonitrile), C(C)(=O)OC(C)=O (acetic anhydride), [OH-].[Na+] (sodium hydroxide), Cl.CO (hydrochloric acid methanol). Solvent: O1CCCC1 (tetrahydrofuran), O1CCCC1 (tetrahydrofuran), C(C)(=O)OCC (ethyl acetate), O (water). Reaction conditions: time 2.5 hour. Product: BrCC1=C(C=C(C=C1)CNC(C)=O)[N+](=O)[O-] (N-(4-Bromomethyl-3-nitrophenylmethyl)acetamide). RXN SMILES: [Br:1][CH2:2][C:3]1[CH:10]=[CH:9][C:6]([C:7]#[N:8])=[CH:5][C:4]=1[N+:11]([O-:13])=[O:12].Cl.CO.[C:17](OC(=O)C)(=[O:19])[CH3:18].[OH-].[Na+]>O1CCCC1.C(OCC)(=O)C.O>[Br:1][CH2:2][C:3]1[CH:10]=[CH:9][C:6]([CH2:7][NH:8][C:17](=[O:19])[CH3:18])=[CH:5][C:4]=1[N+:11]([O-:13])=[O:12] |f:1.2,4.5|. Reported procedure: To a solution of 4-bromomethyl-3-nitrobenzonitrile (25.7 g) in tetrahydrofuran (250 ml) was added a 2.0 M tetrahydrofuran solution (59 ml) of a borane-methylsulfide complex and the mixture was refluxed under heating for 4.5 hr. To the reaction mixture was added hydrochloric acid-methanol and the mixture was refluxed under heating for 1.5 hr. The solvent was evaporated under reduced pressure to give a brown oil. The obtained brown oil was crystallized from ethyl acetate to give yellow white cryst... The reactants are C(C)OC(=O)C1=CC=C(C=C1)C1=C(C=CC=C1)OC (2′-Methoxy-[1,1′-biphenyl]-4-carboxylic Acid Ethyl Ester), [OH-].[Na+] (sodium hydroxide). Solvent: O1CCCC1 (tetrahydrofuran). The product is COC1=C(C=CC=C1)C1=CC=C(C=C1)C(=O)O (2′-Methoxy-[1,1′-biphenyl]-4-carboxylic Acid). Isolated yield 97.4%. Reaction SMILES: C([O:3][C:4]([C:6]1[CH:11]=[CH:10][C:9]([C:12]2[CH:17]=[CH:16][CH:15]=[CH:14][C:13]=2[O:18][CH3:19])=[CH:8][CH:7]=1)=[O:5])C.[OH-].[Na+]>O1CCCC1>[CH3:19][O:18][C:13]1[CH:14]=[CH:15][CH:16]=[CH:17][C:12]=1[C:9]1[CH:10]=[CH:11][C:6]([C:4]([OH:5])=[O:3])=[CH:7][CH:8]=1 |f:1.2|. Reported procedure: A mixture of 2′-methoxy-[1,1′-biphenyl]-4-carboxylic acid ethyl ester of Step A (3.7 g, 14.4 mmol) in tetrahydrofuran (40 mL) and 1 N sodium hydroxide (30 mL, 30 mmol) was heated at reflux overnight. After cooling, the reaction mixture was concentrated in vacuo, and the residue was acidified with 2N hydrochloric acid to give a white solid which was collected by filtration and dried under vacuum to provide the title compound (3.2 g, 97.4%) as a white solid, m.p. 250-253° C. The reactants are OC1=CC=C(C=C1)C(C)=O (4'-hydroxyacetophenone), C[Si](C)(C)[N-][Si](C)(C)C.[Li+] (lithium bis(trimethylsilyl)amide), Cl[Si](C)(C)C (chlorotrimethylsilane), diethyl ester, C1(=CC=CC=C1)CCSC(C(=O)O)C(=O)O ([(2-phenylethyl)thio]propanedioic acid). Run in C1CCOC1 (THF). Product: OC1=C(C(OC(=C1)C1=CC=C(C=C1)O)=O)SCCC1=CC=CC=C1 (4-Hydroxy-6-(4-hydroxyphenyl)-3-[(phenylethyl)thio]-2H-pyran-2-one). RXN SMILES: [OH:1][C:2]1[CH:7]=[CH:6][C:5]([C:8](=[O:10])[CH3:9])=[CH:4][CH:3]=1.C[Si]([N-][Si](C)(C)C)(C)C.[Li+].Cl[Si](C)(C)C.[C:26]1([CH2:32][CH2:33][S:34][CH:35]([C:39](O)=[O:40])[C:36](O)=[O:37])[CH:31]=[CH:30][CH:29]=[CH:28][CH:27]=1>C1COCC1>[OH:40][C:39]1[CH:9]=[C:8]([C:5]2[CH:6]=[CH:7][C:2]([OH:1])=[CH:3][CH:4]=2)[O:10][C:36](=[O:37])[C:35]=1[S:34][CH2:33][CH2:32][C:26]1[CH:27]=[CH:28][CH:29]=[CH:30][CH:31]=1 |f:1.2|. Procedure: The title compound was prepared by Method A using 4'-hydroxyacetophenone (0.688 g, 5.06 mmol), lithium bis(trimethylsilyl)amide (1.84 g, 11.1 mmol), chlorotrimethylsilane (1.41 mL, 11.1 mmol), THF (111 mL), and diethyl ester of [(2-phenylethyl)thio]propanedioic acid (1.00 g, 3.37 mmol). 1H NMR (400 MHz, DMSO-d6) δ2.78 (t, 2 H), 2.95 (t, 2 H), 6.62 (s, 1 H), 6.89 (dd, 2 H), 7.21 (m, 5 H), 7.65 (d, 2 H), 10.22 (s, 1 H), 11.05 (bs, 1 H).